From a dataset of the Open Reaction Database (ORD), a public repository of structured organic reaction records. describe an organic reaction: reactants, conditions, products, and yield Yield: 60.1%. Run in C(C)(=O)O (acetic acid), C(Cl)(Cl)Cl (chloroform). RXN SMILES: [O:1]1[C:6]2[CH:7]=[CH:8][C:9]([CH2:11][N:12]([CH:20]3[CH2:25][CH2:24][NH:23][CH2:22][CH2:21]3)[C:13](=[O:19])[O:14][C:15]([CH3:18])([CH3:17])[CH3:16])=[CH:10][C:5]=2[O:4][CH2:3][CH2:2]1.[Cl:26][C:27]1[CH:28]=[C:29]2[C:34](=[CH:35][CH:36]=1)[N:33]([CH2:37][CH:38]=O)[C:32](=[O:40])[CH:31]=[CH:30]2.C(O[BH-](OC(=O)C)OC(=O)C)(=O)C.[Na+].C(=O)([O-])O.[Na+]>C(O)(=O)C.C(Cl)(Cl)Cl>[O:1]1[C:6]2[CH:7]=[CH:8][C:9]([CH2:11][N:12]([CH:20]3[CH2:25][CH2:24][N:23]([CH2:38][CH2:37][N:33]4[C:34]5[C:29](=[CH:28][C:27]([Cl:26])=[CH:36][CH:35]=5)[CH:30]=[CH:31][C:32]4=[O:40])[CH2:22][CH2:21]3)[C:13](=[O:19])[O:14][C:15]([CH3:18])([CH3:16])[CH3:17])=[CH:10][C:5]=2[O:4][CH2:3][CH2:2]1 |f:2.3,4.5|. Reported procedure: To 4 mL of a chloroform solution containing 0.68 g of tert-butyl (2,3-dihydro-1,4-benzodioxin-6-ylmethyl)(piperidin-4-yl)carbamate, 0.44 g of (6-chloro-2-oxoquinolin-1(2H)-yl)acetaldehyde and 40 μL of acetic acid were added, then, to the reaction mixture, 0.62 g of sodium triacetoxyborohydride was added and stirred at room temperature for 2 nights. Aqueous saturated sodium hydrogen carbonate solution was added, the organic layer was separated, and the aqueous layer was extracted with chloroform.... The product is O1CCOC2=C1C=CC(=C2)CN(C(OC(C)(C)C)=O)C2CCN(CC2)CCN2C(C=CC1=CC(=CC=C21)Cl)=O (tert-butyl (2,3-dihydro-1,4-benzodioxin-6-ylmethyl)(1-(2-(6-chloro-2-oxoquinolin-1(2H)-yl)ethyl)piperidin-4-yl)carbamate). Reactants: O1CCOC2=C1C=CC(=C2)CN(C(OC(C)(C)C)=O)C2CCNCC2 (tert-butyl (2,3-dihydro-1,4-benzodioxin-6-ylmethyl)(piperidin-4-yl)carbamate), ClC=1C=C2C=CC(N(C2=CC1)CC=O)=O ((6-chloro-2-oxoquinolin-1(2H)-yl)acetaldehyde), C(O)([O-])=O.[Na+] (sodium hydrogen carbonate), C(C)(=O)O[BH-](OC(C)=O)OC(C)=O.[Na+] (sodium triacetoxyborohydride). Starting materials: IC1=C(O)C(=CC(=C1)O)I (2,6-diiodohydroquinone), C(C1=CC=CC=C1)(=O)Cl (benzoyl chloride). Solvent: N1=CC=CC=C1 (pyridine). Run at time 1 hour. The product is C(C1=CC=CC=C1)(=O)OC1=C(C=C(C=C1I)O)I (4-hydroxy-2,6-diiodophenyl benzoate), diester, C(C1=CC=CC=C1)(=O)OC1=CC(=C(C(=C1)I)OC(=O)C1=CC=CC=C1)I (3,5-diiodo-4(phenylmethanoyloxy)phenyl benzoate). Reaction SMILES: [I:1][C:2]1[CH:8]=[C:7]([OH:9])[CH:6]=[C:5]([I:10])[C:3]=1[OH:4].[C:11](Cl)(=[O:18])[C:12]1[CH:17]=[CH:16][CH:15]=[CH:14][CH:13]=1>N1C=CC=CC=1>[C:11]([O:4][C:3]1[C:2]([I:1])=[CH:8][C:7]([OH:9])=[CH:6][C:5]=1[I:10])(=[O:18])[C:12]1[CH:17]=[CH:16][CH:15]=[CH:14][CH:13]=1.[C:11]([O:9][C:7]1[CH:8]=[C:2]([I:1])[C:3]([O:4][C:11]([C:12]2[CH:17]=[CH:16][CH:15]=[CH:14][CH:13]=2)=[O:18])=[C:5]([I:10])[CH:6]=1)(=[O:18])[C:12]1[CH:17]=[CH:16][CH:15]=[CH:14][CH:13]=1. Reported procedure: To 2,6-diiodohydroquinone (0.2 g) in pyridine (10 mL) was added benzoyl chloride (0.140 mg) and the reaction mixture was stirred at room temperature for 1 hour. Following solvent removal in vacuo, purification was achieved by extraction (equal volumes ethyl acetate (EtOAc):0.01N HCl), and preparative TLC (methylene chloride) of the concentrated (in vacuo) EtOAc phases. Both the desired monoester, 4-hydroxy-2,6-diiodophenyl benzoate (Rf 0.38) and the diester, 3,5-diiodo-4(phenylmethanoyloxy)pheny...